From a dataset of the Open Reaction Database (ORD), a public repository of structured organic reaction records. describe an organic reaction: reactants, conditions, products, and yield The reactants are CC(=O)O[BH-](OC(C)=O)OC(C)=O, CC(=O)O, CSc1ncc2cc(-c3ccccc3)c(-c3ccc(C=O)cc3)nc2n1, Cl, c1ccc(-c2nc(C3CCNCC3)n[nH]2)nc1, [Na+], CN(C)C=O. Product: CSc1ncc2cc(-c3ccccc3)c(-c3ccc(CN4CCC(c5nnc(-c6ccccn6)[nH]5)CC4)cc3)nc2n1. Reaction SMILES: [C:45]([O:46][BH-:47]([O:48][C:49](=[O:50])[CH3:51])[O:52][C:53](=[O:54])[CH3:55])(=[O:56])[CH3:57].[C:59]([OH:60])(=[O:61])[CH3:62].[CH3:1][S:2][c:3]1[n:4][cH:5][c:6]2[c:7]([n:8]1)[n:9][c:10](-[c:19]1[cH:20][cH:21][c:22]([CH:23]=[O:24])[cH:25][cH:26]1)[c:11](-[c:13]1[cH:14][cH:15][cH:16][cH:17][cH:18]1)[cH:12]2.[ClH:44].[NH:27]1[CH2:28][CH2:29][CH:30]([c:33]2[n:34][nH:35][c:36](-[c:38]3[n:39][cH:40][cH:41][cH:42][cH:43]3)[n:37]2)[CH2:31][CH2:32]1.[Na+:58].[O:63]=[CH:64][N:65]([CH3:66])[CH3:67]>>[CH3:1][S:2][c:3]1[n:4][cH:5][c:6]2[c:7]([n:8]1)[n:9][c:10](-[c:19]1[cH:20][cH:21][c:22]([CH2:23][N:27]3[CH2:28][CH2:29][CH:30]([c:33]4[n:34][n:35][c:36](-[c:38]5[n:39][cH:40][cH:41][cH:42][cH:43]5)[nH:37]4)[CH2:31][CH2:32]3)[cH:25][cH:26]1)[c:11](-[c:13]1[cH:14][cH:15][cH:16][cH:17][cH:18]1)[cH:12]2. Reactants: COC(=O)C(SC)c1cccc(C(=O)c2ccccc2)c1, CI, CN(C)C=O, [Cl-], [H-], [NH4+], [Na+]. Yields the product COC(=O)C(C)(SC)c1cccc(C(=O)c2ccccc2)c1. As a reaction SMILES: [CH3:1][S:2][CH:3]([C:4](=[O:5])[O:6][CH3:7])[c:8]1[cH:9][c:10]([C:14]([c:15]2[cH:16][cH:17][cH:18][cH:19][cH:20]2)=[O:21])[cH:11][cH:12][cH:13]1.[CH3:24][I:25].[CH3:28][N:29]([CH3:30])[CH:31]=[O:32].[Cl-:26].[H-:22].[NH4+:27].[Na+:23]>>[CH3:1][S:2][C:3]([C:4](=[O:5])[O:6][CH3:7])([c:8]1[cH:9][c:10]([C:14]([c:15]2[cH:16][cH:17][cH:18][cH:19][cH:20]2)=[O:21])[cH:11][cH:12][cH:13]1)[CH3:24].